This data is from the Open Reaction Database (ORD), a public repository of structured organic reaction records. The task is: describe an organic reaction: reactants, conditions, products, and yield Reactants: CC(C)C[Al+]CC(C)C, C1CCOC1, CCOC(=O)CCCc1nc(Cl)cc(N2CCOCC2)n1, [H-]. Product: OCCCCc1nc(Cl)cc(N2CCOCC2)n1. As a reaction SMILES: [CH2:23]([Al+:24][CH2:25][CH:26]([CH3:27])[CH3:28])[CH:29]([CH3:30])[CH3:31].[CH2:32]1[O:33][CH2:34][CH2:35][CH2:36]1.[Cl:1][c:2]1[n:3][c:4]([CH2:14][CH2:15][CH2:16][C:17](=[O:18])[O:19][CH2:20][CH3:21])[n:5][c:6]([N:8]2[CH2:9][CH2:10][O:11][CH2:12][CH2:13]2)[cH:7]1.[H-:22]>>[Cl:1][c:2]1[n:3][c:4]([CH2:14][CH2:15][CH2:16][CH2:17][OH:18])[n:5][c:6]([N:8]2[CH2:9][CH2:10][O:11][CH2:12][CH2:13]2)[cH:7]1. Reactants: CC(C(=O)O)c1ccc(-c2ccccc2)c(F)c1, NCc1ccc2c(c1)OCO2. Reagents/catalysts: CN(C)C(=[N+](C)C)ON1C2=C(C=CC=N2)N=N1.F[P-](F)(F)(F)(F)F (HATU), CCN(C(C)C)C(C)C (DIPEA), C1=CC2=C(N=C1)N(N=N2)O (HOAt). Run in CN(C)C=O (DMF), CN(C)C=O (DMF), CN(C)C=O (DMF), CN(C)C=O (DMF), CN(C)C=O (DMF), CN(C)C=O (DMF). Conditions: temperature 25 celsius, time 2 hour. Yields the product CC(C(=O)NCc1ccc2c(c1)OCO2)c1ccc(-c2ccccc2)c(F)c1. Yield: 72.2%. As a reaction SMILES: NCc1ccc2c(c1)OCO2.CC(C(=O)O)c1ccc(-c2ccccc2)c(F)c1.CN(C)C(=[N+](C)C)ON1C2=C(C=CC=N2)N=N1.F[P-](F)(F)(F)(F)F.C1=CC2=C(N=C1)N(N=N2)O.CCN(C(C)C)C(C)C.CN(C)C=O>>CC(C(=O)NCc1ccc2c(c1)OCO2)c1ccc(-c2ccccc2)c(F)c1. The reactants are FC=1C=C(C=CC1I)N1C(O[C@H](C1)CN1N=NC(=C1)CO)=O ((5R)-3-(3-Fluoro-4-iodophenyl)-5-[(4-hydroxymethyl-1H-1,2,3-triazol-1-yl)methyl]oxazolidin-2-one). Reagents/catalysts: [O-2].[Mn+2] (manganese oxide). Run in O1CCOCC1 (1,4-dioxane). Reaction conditions: temperature 70 celsius. The product is FC=1C=C(C=CC1I)N1C(O[C@H](C1)CN1N=NC(=C1)C=O)=O (1-{[(5R)-3-(3-Fluoro-4-iodophenyl)-2-oxo-1,3-oxazolidin-5-yl]methyl}-1H-1,2,3-triazole-4-carbaldehyde). As a reaction SMILES: [F:1][C:2]1[CH:3]=[C:4]([N:9]2[CH2:13][C@H:12]([CH2:14][N:15]3[CH:19]=[C:18]([CH2:20][OH:21])[N:17]=[N:16]3)[O:11][C:10]2=[O:22])[CH:5]=[CH:6][C:7]=1[I:8]>O1CCOCC1.[O-2].[Mn+2]>[F:1][C:2]1[CH:3]=[C:4]([N:9]2[CH2:13][C@H:12]([CH2:14][N:15]3[CH:19]=[C:18]([CH:20]=[O:21])[N:17]=[N:16]3)[O:11][C:10]2=[O:22])[CH:5]=[CH:6][C:7]=1[I:8] |f:2.3|. Reported procedure: (5R)-3-(3-Fluoro-4-iodophenyl)-5-[(4-hydroxymethyl-1H-1,2,3-triazol-1-yl)methyl]oxazolidin-2-one (5.7 g, 13.6 mmol) and manganese oxide (3.56 g, 40.9 mmol) were mixed and heated up to 100° C. in dry 1,4-dioxane for 48 hours, then the mixture was cooled down to 70° C. and filtered through celite. The filtrate was concentrated and dissolved in 5% methanol in dichloromethane, hexaneses was added and the formed precipitates were filtered and collected as the title compound (3.6 g). The reactants are Cl.NO (hydroxylamine hyrochloride), CN(C1=NC=CC(=C1)C(C)=O)C (1-(2-dimethylamino-4-pyridyl)-1-ethanone), product, O (water), [OH-].[Na+] (sodium hydroxide). Solvent: CO (methanol). Run at time 5 minute. Product: CN(C1=NC=CC(=C1)C(C)=NO)C (1-(2-dimethylamino-4-pyridyl)-1-ethanone oxime). As a reaction SMILES: Cl.[NH2:2][OH:3].O.[OH-].[Na+].[CH3:7][N:8]([CH3:18])[C:9]1[CH:14]=[C:13]([C:15](=O)[CH3:16])[CH:12]=[CH:11][N:10]=1>CO>[CH3:7][N:8]([CH3:18])[C:9]1[CH:14]=[C:13]([C:15](=[N:2][OH:3])[CH3:16])[CH:12]=[CH:11][N:10]=1 |f:0.1,3.4|. Procedure details: To 3.1 g. (45 mmoles) of hydroxylamine hyrochloride in 25 ml. of water and 22.5 ml. of 2 N sodium hydroxide solution was added 4.31 g. (26 mmoles) of 1-(2-dimethylamino-4-pyridyl)-1-ethanone, and the mixture was heated to boiling. After 5 minutes, methanol was added until the mixture became homogeneous. Heating was continued until a precipitate started to appear, and the mixture was then cooled. The solids were filtered, washed with water and dried. Recrystallization from toluene gave 4.03 g. (8...